Dataset: the Open Reaction Database (ORD), a public repository of structured organic reaction records. Task: describe an organic reaction: reactants, conditions, products, and yield Starting materials: O[C@H]1C[C@@H]2CC[C@H]3[C@@H]4CC[C@H](C(C=C)=O)[C@]4(CC([C@@H]3[C@]2(CC1)C)=O)C (3α-Hydroxy-21-methylene-5α-pregnane-11,20-dione), C[Li] (Methyl lithium), cuprous iodide, [Cl-].[NH4+] (ammonium chloride). Solvent: CCOCC (ether), CCOCC (ether), CCOCC (ether), CCOCC (ether). Yields the product C(C)CC([C@H]1CC[C@H]2[C@@H]3CC[C@H]4C[C@@H](CC[C@]4(C)[C@H]3C(C[C@]12C)=O)O)=O (21-Ethyl-3α-hydroxy-5α-pregnane-11,20-dione). As a reaction SMILES: [CH3:1][Li].[OH:3][C@@H:4]1[CH2:24][CH2:23][C@@:22]2([CH3:25])[C@@H:6]([CH2:7][CH2:8][C@@H:9]3[C@@H:21]2[C:20](=[O:26])[CH2:19][C@@:18]2([CH3:27])[C@H:10]3[CH2:11][CH2:12][C@@H:13]2[C:14](=[O:17])[CH:15]=[CH2:16])[CH2:5]1.[Cl-].[NH4+]>CCOCC>[CH2:16]([CH2:15][C:14](=[O:17])[C@@H:13]1[C@:18]2([CH3:27])[C@H:10]([C@H:9]3[C@H:21]([C:20](=[O:26])[CH2:19]2)[C@:22]2([CH3:25])[C@H:6]([CH2:5][C@H:4]([OH:3])[CH2:24][CH2:23]2)[CH2:7][CH2:8]3)[CH2:11][CH2:12]1)[CH3:1] |f:2.3|. Procedure details: Methyl lithium in ether (≈1.3M: 7.5 ml) was added slowly to a slurry of cuprous iodide (950 mg) in dry ether (40 ml) under nitrogen at -20°, the initial yellow precipitate just redissolving. 3α-Hydroxy-21-methylene-5α-pregnane-11,20-dione (500 mg) in dry ether (10 ml) was added rapidly to the solution forming a yellow precipitate. After 3/4 hr. at ≈0° the mixture was poured into saturated ammonium chloride solution and the oily precipitate extracted with ether. The extracts were washed with satu... Yields the product ClC=1N=C(C=2N=CN([C@H]3[C@H](O)[C@H](O)[C@@H](CO)O3)C2N1)N[C@@H](CSC=1SC=CC1)C (2-chloro-N-[(R)-1-(2-thienyl)thio-2-propyl]adenosine). RXN SMILES: Cl.N[C@H](C)CSC1SC=CC=1.SC1SC=CC=1.C(O[C@@H]1[C@H](OC(=O)C)[C@@H](COC(=O)C)O[C@H]1N1C=NC2C1=NC(Cl)=NC=2Cl)(=O)C.C([O:50][C@@H:51]1[C@H:55]([O:56]C(=O)C)[C@@H:54]([CH2:60][O:61]C(=O)C)[O:53][C@H:52]1[N:65]1[C:83]2[N:82]=[C:81]([Cl:84])[N:80]=[C:69]([NH:70][C@H:71]([CH3:79])[CH2:72][S:73][C:74]3[S:75][CH:76]=[CH:77][CH:78]=3)[C:68]=2[N:67]=[CH:66]1)(=O)C.C[O-].[Na+]>CO>[Cl:84][C:81]1[N:80]=[C:69]([NH:70][C@H:71]([CH3:79])[CH2:72][S:73][C:74]2[S:75][CH:76]=[CH:77][CH:78]=2)[C:68]2[N:67]=[CH:66][N:65]([C:83]=2[N:82]=1)[C@@H:52]1[O:53][C@H:54]([CH2:60][OH:61])[C@@H:55]([OH:56])[C@H:51]1[OH:50] |f:0.1,5.6|. Solvent: CO (methanol). Reactants: C(C)(=O)O[C@H]1[C@@H](O[C@@H]([C@H]1OC(C)=O)COC(C)=O)N1C=NC=2C(N[C@@H](CSC=3SC=CC3)C)=NC(=NC12)Cl (2',3',5'-tri-O-acetyl-2-chloro-N-[(R)-1-(2-thienyl)thio-2-propyl]adenosine), Cl.N[C@@H](CSC=1SC=CC1)C (2-[(R)-2-amino-1-propylthio]thiophene hydrochloride), C(C)(=O)O[C@H]1[C@@H](O[C@@H]([C@H]1OC(C)=O)COC(C)=O)N1C2=NC(=NC(=C2N=C1)Cl)Cl (9-(2,3,5-tri-O-acetyl-β-D-ribofuranosyl)-2,6-dichloro-9H-purine), 2-[(R)-N-tert-butyloxycarbonyl]amino-1-propanol, SC=1SC=CC1 (2-mercaptothiophene), C[O-].[Na+] (sodium methoxide). Procedure: The title compound was prepared according to method A as described in Example 1 by reacting 2-[(R)-2-amino-1-propylthio]thiophene hydrochloride [prepared by a Mitsunobu reaction as described in Example 1 using 2-[(R)-N-tert-butyloxycarbonyl]amino-1-propanol (7.53 g, 43 mmol) and 2-mercaptothiophene (5.00 g, 43 mmol) followed by acidic hydrolysis] (0.63 g, 3.0 mmol) with 9-(2,3,5-tri-O-acetyl-β-D-ribofuranosyl)-2,6-dichloro-9H-purine (1.12 g, 2.5 mmol), followed by deacylation of the purified 2',... The yield is 82.0%. The reactants are CN, CN(C)C=O, O, O=C(c1cccs1)c1cccn1N1C(=O)c2ccccc2C1=O. The product is Nn1cccc1C(=O)c1cccs1. Reaction SMILES: [CH3:24][NH2:25].[CH3:26][N:27]([CH3:28])[CH:29]=[O:30].[OH2:31].[s:1]1[c:2]([C:6](=[O:7])[c:8]2[n:9]([N:13]3[C:14](=[O:15])[c:16]4[c:17]([cH:18][cH:19][cH:20][cH:21]4)[C:22]3=[O:23])[cH:10][cH:11][cH:12]2)[cH:3][cH:4][cH:5]1>>[s:1]1[c:2]([C:6](=[O:7])[c:8]2[n:9]([NH2:13])[cH:10][cH:11][cH:12]2)[cH:3][cH:4][cH:5]1. Reactants: C(CC)C1=C(OCCCBr)C=CC(=C1O)C(C)=O (3-(2-n-Propyl-3-hydroxy-4-acetylphenoxy)-1-bromopropane), SCC1SC(OC1)(CCC(=O)OCC)CCC(=O)OCC (Diethyl 4-(mercaptomethyl)-1,3-oxathiolane-2,2-dipropanoate), C([O-])([O-])=O.[K+].[K+] (potassium carbonate). The solvent is C(C)C(=O)C (methyl ethyl ketone). Reaction conditions: time 24 hour. Yields the product C(C)(=O)C1=C(C(=C(OCCCSCC2SC(OC2)(CCC(=O)OCC)CCC(=O)OCC)C=C1)CCC)O (Diethyl 4-[[[3-(4-acetyl-3-hydroxy-2-propylphenoxy)propyl]thio]methyl]-1,3-oxathiolane-2,2-dipropanoate). The yield is 96.4%. Reaction SMILES: [CH2:1]([C:4]1[C:14]([OH:15])=[C:13]([C:16](=[O:18])[CH3:17])[CH:12]=[CH:11][C:5]=1[O:6][CH2:7][CH2:8][CH2:9]Br)[CH2:2][CH3:3].[SH:19][CH2:20][CH:21]1[CH2:25][O:24][C:23]([CH2:33][CH2:34][C:35]([O:37][CH2:38][CH3:39])=[O:36])([CH2:26][CH2:27][C:28]([O:30][CH2:31][CH3:32])=[O:29])[S:22]1.C(=O)([O-])[O-].[K+].[K+]>C(C(C)=O)C>[C:16]([C:13]1[CH:12]=[CH:11][C:5]([O:6][CH2:7][CH2:8][CH2:9][S:19][CH2:20][CH:21]2[CH2:25][O:24][C:23]([CH2:26][CH2:27][C:28]([O:30][CH2:31][CH3:32])=[O:29])([CH2:33][CH2:34][C:35]([O:37][CH2:38][CH3:39])=[O:36])[S:22]2)=[C:4]([CH2:1][CH2:2][CH3:3])[C:14]=1[OH:15])(=[O:18])[CH3:17] |f:2.3.4|. Reported procedure: 3-(2-n-Propyl-3-hydroxy-4-acetylphenoxy)-1-bromopropane (2.0 g, 0.006 mol), prepared by the method described in U.S. Pat. No. 4,565,882, Example 14, incorporated herein by reference, was dissolved in methyl ethyl ketone (20 ml). To this solution was added the thiol of Example 1 (2.0 g, 0.006 mol) and anhydrous potassium carbonate (2.5 g) and the reaction mixture was refluxed with stirring under a nitrogen atmosphere for 24 hrs. The reaction was cooled to room temperature, filtered and the filtra... Starting materials: C(C)OC=C(C#N)C#N (ethoxymethylene malononitrile), Cl (HCl), [O-]CC.[Na+] (sodium ethoxide), [Na] (sodium), C(C)O (ethanol), C(C)(=O)OC(CCCC)=O (ethylpropionyl acetate). Reaction conditions: time 1 hour. The product is C(C)OC(C1=C(C(=C(C(=C1)C#N)N)C)O)=O (4-Amino-5-cyano-2-hydroxy-3-methylbenzoic acid ethyl ester). Yield: 59.0%. RXN SMILES: [O-:1][CH2:2][CH3:3].[Na+].[Na].C([O:9][C:10](=O)[CH2:11][CH2:12][CH2:13][CH3:14])(=O)C.C(O[CH:19]=[C:20]([C:23]#[N:24])[C:21]#[N:22])C.Cl.C([OH:28])C>>[CH2:2]([O:1][C:10](=[O:9])[C:11]1[CH:19]=[C:20]([C:21]#[N:22])[C:23]([NH2:24])=[C:13]([CH3:14])[C:12]=1[OH:28])[CH3:3] |f:0.1,^1:4|. Procedure details: To a solution of sodium ethoxide (1.3 L) (freshly prepared by addition of sodium metal (7.9 g, 0.35 mol) to ethanol (1.3 L)) at 0° C. was added ethylpropionyl acetate (25 g, 0.17 mol) and the solution was stirred at RT for 1 h. To the above solution was added ethoxymethylene malononitrile (21 g, 0.17 mol) at RT and the reaction mixture was refluxed at 80° C. for 2 h. The reaction mixture was cooled, neutralized to pH=7 by addition of 1.5 N HCl and concentrated under vacuum. The obtained residue ... The reactants are ClCCCOC=1C=C2C=C(C(N(C2=CC1)C)=O)C=1N=NN(N1)CC1=CC(=CC=C1)OCC1=NC2=CC=CC=C2C=C1 (6-[3-chloropropyl]oxy-1-methyl-3-{2-[3-(2-quinolylmethoxy)benzyl]tetrazolyl}quinolin-2-one), CN1CCNCC1 (N-methylpiperazine). Conditions: temperature 120 celsius, time 90 minute. The product is Cl.Cl.Cl.CN1C(C(=CC2=CC(=CC=C12)OCCCN1CCN(CC1)C)C=1N=NN(N1)CC1=CC(=CC=C1)OCC1=NC2=CC=CC=C2C=C1)=O (1-methyl-6-[3-(4-metylpiperazinyl)propyl]oxy-3-{2-[3-(2-quinolylmethoxy)benzyl]tetrazolyl}quinolin-2-one trihydrochloride). Isolated yield 269.7%. Reaction SMILES: [Cl:1][CH2:2][CH2:3][CH2:4][O:5][C:6]1[CH:7]=[C:8]2[C:13](=[CH:14][CH:15]=1)[N:12]([CH3:16])[C:11](=[O:17])[C:10]([C:18]1[N:19]=[N:20][N:21]([CH2:23][C:24]3[CH:29]=[CH:28][CH:27]=[C:26]([O:30][CH2:31][C:32]4[CH:41]=[CH:40][C:39]5[C:34](=[CH:35][CH:36]=[CH:37][CH:38]=5)[N:33]=4)[CH:25]=3)[N:22]=1)=[CH:9]2.[CH3:42][N:43]1[CH2:48][CH2:47][NH:46][CH2:45][CH2:44]1>>[ClH:1].[ClH:1].[ClH:1].[CH3:16][N:12]1[C:13]2[C:8](=[CH:7][C:6]([O:5][CH2:4][CH2:3][CH2:2][N:46]3[CH2:47][CH2:48][N:43]([CH3:42])[CH2:44][CH2:45]3)=[CH:15][CH:14]=2)[CH:9]=[C:10]([C:18]2[N:19]=[N:20][N:21]([CH2:23][C:24]3[CH:29]=[CH:28][CH:27]=[C:26]([O:30][CH2:31][C:32]4[CH:41]=[CH:40][C:39]5[C:34](=[CH:35][CH:36]=[CH:37][CH:38]=5)[N:33]=4)[CH:25]=3)[N:22]=2)[C:11]1=[O:17] |f:2.3.4.5|. Procedure: A mixture of crude 6-[3-chloropropyl]oxy-1-methyl-3-{2-[3-(2-quinolylmethoxy)benzyl]tetrazolyl}quinolin-2-one (180 mg, 0.317 mmol) and N-methylpiperazine (127 mg, 1.27 mmol) was stirred under an argon flow at a bath temperature of 120° C. for 90 minutes. The reaction mixture was concentrated under reduced pressure, and purified through silica gel chromatography (developer: chloroform-methanol (20:1)). Fractions containing the target compound were collected, and concentrated under reduced pressur... The reactants are OCC(CC)NC(C)=O (N-[1-(hydroxymethyl)propyl]acetamide), CCC(CO)N (dl-2-amino-1-butanol), dl-2-amino-1-butanol acetate hydrochloride, ClCC(CC)N=C(C)Cl.O (water N-[1-(chloromethyl)propyl]acetimidoyl chloride), ClCC(CC)N=C(C)Cl (N-[1-(chloromethyl)propyl]acetimidoyl chloride). Run in C(C)(=O)O (acetic acid), C(C)O (ethanol), CO (methanol). Conditions: time 2 hour. Yields the product CCC(CO)N (dl-2-amino-1-butanol), ClCC(CC)N=C(C)Cl (N-[1-(chloromethyl)propyl]acetimidoyl chloride), ClCC(CC)NC(C)=O (N-[1-(chloromethyl)propyl]acetamide). RXN SMILES: [Cl:1][CH2:2][CH:3]([N:6]=[C:7]([Cl:9])[CH3:8])[CH2:4][CH3:5].[Cl:10][CH2:11][CH:12]([N:15]=[C:16](Cl)[CH3:17])[CH2:13][CH3:14].O.[CH3:20][CH2:21][CH:22]([NH2:25])[CH2:23][OH:24].[OH:26]CC(NC(=O)C)CC>C(O)C.CO.C(O)(=O)C>[CH3:20][CH2:21][CH:22]([NH2:25])[CH2:23][OH:24].[Cl:1][CH2:2][CH:3]([N:6]=[C:7]([Cl:9])[CH3:8])[CH2:4][CH3:5].[Cl:10][CH2:11][CH:12]([NH:15][C:16](=[O:26])[CH3:17])[CH2:13][CH3:14] |f:1.2|. Procedure details: Hydrolysis of N-[1-(chloromethyl)propyl]acetimidoyl chloride is highly pH dependent. It has now been found that a simple hydrolysis procedure is effective. On refluxing with water N-[1-(chloromethyl)propyl]acetimidoyl chloride is transformed into a mixture of dl-2-amino-1-butanol (77%), dl-2-amino-1-butanol acetate hydrochloride (17%), the N-[1-(hydroxymethyl)propyl]acetamide (7%) and acetic acid within one hour. The product ratios appear to represent equilibrium compositions because additional ...